Dataset: the Open Reaction Database (ORD), a public repository of structured organic reaction records. Task: describe an organic reaction: reactants, conditions, products, and yield Reactants: ClC1=CC=C(NC=2SC3=C(C(N2)=O)C=CC=N3)C=C1 (2-(4-chloroanilino)-4H-pyrido[3,2-e]-1,3-thiazin-4-one), [H-].[Li+] (lithium hydride), C(C1=CC=CC=C1)Br (benzyl bromide). Yields the product C(C1=CC=CC=C1)N1C(SC2=C(C1=O)C=CC=N2)=NC2=CC=C(C=C2)Cl (3-benzyl-2-[(4-chlorophenyl)imino]-2,3-dihydro-4H-pyrido[3,2-e]-1,3-thiazin-4-one). Yield: 73.0%. RXN SMILES: [Cl:1][C:2]1[CH:19]=[CH:18][C:5]([NH:6][C:7]2[S:8][C:9]3[N:17]=[CH:16][CH:15]=[CH:14][C:10]=3[C:11](=[O:13])[N:12]=2)=[CH:4][CH:3]=1.[H-].[Li+].[CH2:22](Br)[C:23]1[CH:28]=[CH:27][CH:26]=[CH:25][CH:24]=1>>[CH2:22]([N:12]1[C:11](=[O:13])[C:10]2[CH:14]=[CH:15][CH:16]=[N:17][C:9]=2[S:8][C:7]1=[N:6][C:5]1[CH:18]=[CH:19][C:2]([Cl:1])=[CH:3][CH:4]=1)[C:23]1[CH:28]=[CH:27][CH:26]=[CH:25][CH:24]=1 |f:1.2|. Reported procedure: The reaction procedure of Example 11 was followed except that 900 mg (2.69 mmol) of 2-(4-chloroanilino)-4H-pyrido[3,2-e]-1,3-thiazin-4-one, 24 mg of lithium hydride and 507 mg of benzyl bromide were used. The resulting residue was then purified through silica gel column chromatography (eluant: chloroform) to obtain 746 mg of 3-benzyl-2-[(4-chlorophenyl)imino]-2,3-dihydro-4H-pyrido[3,2-e]-1,3-thiazin-4-one (65%, recrystallized from a mixture of ether and hexane) as a low polarity substance and 16... Reactants: Intermediate 1E, BrC=1C(=NNC1C)C(=O)N(CCCC)CCCC (4-bromo-N,N-dibutyl-5-methyl-1H-pyrazole-3-carboxamide), BrC=1C(=NNC1C)C(=O)N(CCCC)CCCC (4-bromo-N,N-dibutyl-5-methyl-1H-pyrazole-3-carboxamide), FC1=C(C=C(C(=O)OCC2=CC=CC=C2)C=C1)C(=O)N1CC2=CC=CC=C2CC1 (benzyl 4-fluoro-3-(1,2,3,4-tetrahydroisoquinoline-2-carbonyl)benzoate), FC1=C(C=C(C(=O)OCC2=CC=CC=C2)C=C1)C(=O)N1CC2=CC=CC=C2CC1 (benzyl 4-fluoro-3-(1,2,3,4-tetrahydroisoquinoline-2-carbonyl)benzoate). The product is BrC=1C(=NN(C1C)C1=C(C=C(C(=O)OCC2=CC=CC=C2)C=C1)C(=O)N1CC2=CC=CC=C2CC1)C(N(CCCC)CCCC)=O (Benzyl 4-(4-bromo-3-(dibutylcarbamoyl)-5-methyl-1H-pyrazol-1-yl)-3-(1,2,3,4-tetrahydroisoquinoline-2-carbonyl)benzoate). Isolated yield 40.7%. RXN SMILES: [Br:1][C:2]1[C:3]([C:8]([N:10]([CH2:15][CH2:16][CH2:17][CH3:18])[CH2:11][CH2:12][CH2:13][CH3:14])=[O:9])=[N:4][NH:5][C:6]=1[CH3:7].F[C:20]1[CH:35]=[CH:34][C:23]([C:24]([O:26][CH2:27][C:28]2[CH:33]=[CH:32][CH:31]=[CH:30][CH:29]=2)=[O:25])=[CH:22][C:21]=1[C:36]([N:38]1[CH2:47][CH2:46][C:45]2[C:40](=[CH:41][CH:42]=[CH:43][CH:44]=2)[CH2:39]1)=[O:37]>>[Br:1][C:2]1[C:3]([C:8](=[O:9])[N:10]([CH2:11][CH2:12][CH2:13][CH3:14])[CH2:15][CH2:16][CH2:17][CH3:18])=[N:4][N:5]([C:20]2[CH:35]=[CH:34][C:23]([C:24]([O:26][CH2:27][C:28]3[CH:29]=[CH:30][CH:31]=[CH:32][CH:33]=3)=[O:25])=[CH:22][C:21]=2[C:36]([N:38]2[CH2:47][CH2:46][C:45]3[C:40](=[CH:41][CH:42]=[CH:43][CH:44]=3)[CH2:39]2)=[O:37])[C:6]=1[CH3:7]. Reported procedure: Following a procedure analogous to that for the synthesis of Intermediate 1E, 4-bromo-N,N-dibutyl-5-methyl-1H-pyrazole-3-carboxamide (Intermediate 163A, 268 mg, 0.85 mmol) and benzyl 4-fluoro-3-(1,2,3,4-tetrahydroisoquinoline-2-carbonyl)benzoate (Intermediate 122B, 300 mg, 0.77 mmol) were converted to the title compound (215 mg, 41%). 1H NMR (DMSO-d6, 2:1 mixture of amide rotamers) δ 8.21 (dd, J=8.3, 1.9 Hz, 1H), 8.11 (d, J=2.0 Hz, 0.5H), 8.08-8.03 (m, 0.5H), 7.85-7.78 (m, 1H), 7.55-7.33 (m, 5.5... Solvent: C(C)OCC (diethyl ether). Procedure details: Example 1 was repeated but substituting iso-butyl carbazate (24.75 g, 0.6 mole) for the ethyl carbazate and using phosgene (20 ml, 0.3 mole) in diethyl ether. 2-(2-methylpropyloxycarbonyl)hydrazinecarbonyl chloride was isolated as a viscous oil (31 g, 84%) whose ir spectrum was similar to that of 2-ethoxycarbonylhydrazinecarbonyl chloride. Isolated yield 84.0%. Starting materials: C(=O)(Cl)Cl (phosgene), C(NN)(=O)OCC(C)C (iso-butyl carbazate), C(NN)(=O)OCC (ethyl carbazate). As a reaction SMILES: [C:1]([O:5][CH2:6][CH:7]([CH3:9])[CH3:8])(=[O:4])[NH:2][NH2:3].C(OCC)(=O)NN.[C:17](Cl)([Cl:19])=[O:18]>C(OCC)C>[CH3:8][CH:7]([CH3:9])[CH2:6][O:5][C:1]([NH:2][NH:3][C:17]([Cl:19])=[O:18])=[O:4]. The product is CC(COC(=O)NNC(=O)Cl)C (2-(2-methylpropyloxycarbonyl)hydrazinecarbonyl chloride), oil. The reactants are [OH-].[Na+] (Sodium hydroxide), C(=O)NC1=CC=CC(=N1)C(C(=O)OCC)=O (ethyl 2-(6-formamidopyridin-2-yl)glyoxylate), Cl.CON (Methoxyamine hydrochloride), resultant solution. Solvent: C(C)O (ethanol). Conditions: time 20 minute. Product: C(=O)NC1=CC=CC(=N1)C(C(=O)O)=NOC (2-(6-formamidopyridin-2-yl)-2-methoxyiminoacetic acid). The yield is 60.2%. As a reaction SMILES: [OH-].[Na+].[CH:3]([NH:5][C:6]1[N:11]=[C:10]([C:12](=O)[C:13]([O:15]CC)=[O:14])[CH:9]=[CH:8][CH:7]=1)=[O:4].Cl.[CH3:20][O:21][NH2:22]>C(O)C>[CH:3]([NH:5][C:6]1[N:11]=[C:10]([C:12](=[N:22][O:21][CH3:20])[C:13]([OH:15])=[O:14])[CH:9]=[CH:8][CH:7]=1)=[O:4] |f:0.1,3.4|. Procedure details: 2N Sodium hydroxide solution [solvent:water (1 part)+ethanol (4 parts)] (14.87 ml.) was added to a solution of ethyl 2-(6-formamidopyridin-2-yl)glyoxylate (6.00 g.) in ethanol (180 ml.) at room temperature and stirred at the same temperature for 20 minutes. Methoxyamine hydrochloride (2.71 g.) was added to the resultant solution, stirred at room temperature for 1.5 hours and then concentrated to a small volume under reduced pressure. The precipitates were collected by filteration washed with eth... The reactants are CN(C(C(=S)OCC)=CC=C(C(=O)OCC)C1=CC=CC=C1)C (diethyl 2-dimethylamino-5-phenylthio-2,4-hexadienedioate), CC[O-].[Na+] (sodium ethylate), C(C=C)SCC(=O)OCC (ethyl (allylthio)acetate), F[B-](F)(F)F.CN(C(=CC=[N+](C)C)C(=O)OCC)C (N-(3-dimethylamino-3-ethoxycarbonylpropenylidene)-N-methylmethanaminium tetrafluoroborate), ethanolic solution. The solvent is C(C)O (ethanol). The product is C(C=C)SC(=CC=C(C(=O)OCC)N(C)C)C(=O)OCC (Diethyl 5-allylthio-2-dimethylamino-2,4-hexadienedioate). Isolated yield 84.6%. As a reaction SMILES: CN(C)C(=CC=C(C1C=CC=CC=1)C(OCC)=O)C(OCC)=S.F[B-](F)(F)F.[CH3:29][N:30]([CH3:42])[C:31]([C:37]([O:39][CH2:40][CH3:41])=[O:38])=[CH:32][CH:33]=[N+](C)C.CC[O-].[Na+].[CH2:47]([S:50][CH2:51][C:52]([O:54][CH2:55][CH3:56])=[O:53])[CH:48]=[CH2:49]>C(O)C>[CH2:47]([S:50][C:51]([C:52]([O:54][CH2:55][CH3:56])=[O:53])=[CH:33][CH:32]=[C:31]([N:30]([CH3:42])[CH3:29])[C:37]([O:39][CH2:40][CH3:41])=[O:38])[CH:48]=[CH2:49] |f:1.2,3.4|. Reported procedure: The procedure is as in Example 2 for the preparation of diethyl 2-dimethylamino-5-phenylthio-2,4-hexadienedioate, starting with N-(3-dimethylamino-3-ethoxycarbonylpropenylidene)-N-methylmethanaminium tetrafluoroborate (5.5 g), a 2M ethanolic solution of sodium ethylate (9.7 cc) and ethyl (allylthio)acetate (3.1 g) in ethanol (31 cc). Diethyl 5-allylthio-2-dimethylamino-2,4-hexadienedioate (5.1 g) is thereby obtained, and is used in the crude state in the subsequent phases. Starting materials: C(C1=CC=CC=C1)(=O)Cl (Benzoyl chloride), COC(=O)C1=CN=C(S1)N (2-aminothiazole-5-carboxylic acid methyl ester), N1=CC=CC=C1 (pyridine). The reagents and catalysts are CN(C1=CC=NC=C1)C (4-dimethylaminopyridine). Run in CN(C=O)C (N,N-dimethylformamide). Conditions: time 12 hour. Yields the product COC(=O)C1=CN=C(S1)NC(C1=CC=CC=C1)=O (2-benzoylaminothiazole-5-carboxylic acid methyl ester). Yield: 78.0%. RXN SMILES: [C:1](Cl)(=[O:8])[C:2]1[CH:7]=[CH:6][CH:5]=[CH:4][CH:3]=1.[CH3:10][O:11][C:12]([C:14]1[S:18][C:17]([NH2:19])=[N:16][CH:15]=1)=[O:13].N1C=CC=CC=1>CN(C)C1C=CN=CC=1.CN(C)C=O>[CH3:10][O:11][C:12]([C:14]1[S:18][C:17]([NH:19][C:1](=[O:8])[C:2]2[CH:7]=[CH:6][CH:5]=[CH:4][CH:3]=2)=[N:16][CH:15]=1)=[O:13]. Reported procedure: Benzoyl chloride (0.44 g, 0.37 mL) was added to a mixture of 2-aminothiazole-5-carboxylic acid methyl ester (0.50 g, 3.16 mmol), 4-dimethylaminopyridine (0.050 g, 0.41 mmol) and pyridine (2.5 mL, 31.60 mmol) in N,N-dimethylformamide (20 mL) at ambient temperature. The reaction mixture was stirred at ambient temperature for 12 h, and concentrated in vacuo. The residue was purified by column chromatography to yield 2-benzoylaminothiazole-5-carboxylic acid methyl ester in 78% yield (0.654 g); MS (E... Reactants: ClC1=CC=C(C=C1)C(OC1CCNCC1)C1=NC=CC=C1 (4-[(4-chlorophenyl)-2-pyridylmethoxy]piperidine), BrCCO (2-bromoethanol), C([O-])([O-])=O.[K+].[K+] (potassium carbonate). Run in CC(=O)C (acetone). Run at time 15 hour. Yields the product ClC1=CC=C(C=C1)C(OC1CCN(CC1)CCO)C1=NC=CC=C1 (2-[4-[(4-chlorophenyl)-2-pyridylmethoxy]-1-piperidyl]ethanol). Yield: 55.9%. As a reaction SMILES: [Cl:1][C:2]1[CH:7]=[CH:6][C:5]([CH:8]([C:16]2[CH:21]=[CH:20][CH:19]=[CH:18][N:17]=2)[O:9][CH:10]2[CH2:15][CH2:14][NH:13][CH2:12][CH2:11]2)=[CH:4][CH:3]=1.Br[CH2:23][CH2:24][OH:25].C(=O)([O-])[O-].[K+].[K+]>CC(C)=O>[Cl:1][C:2]1[CH:7]=[CH:6][C:5]([CH:8]([C:16]2[CH:21]=[CH:20][CH:19]=[CH:18][N:17]=2)[O:9][CH:10]2[CH2:11][CH2:12][N:13]([CH2:23][CH2:24][OH:25])[CH2:14][CH2:15]2)=[CH:4][CH:3]=1 |f:2.3.4|. Reported procedure: 1.00 g (3.30 mmol) of 4-[(4-chlorophenyl)-2-pyridylmethoxy]piperidine and 0.49 g (3.92 mmol) of 2-bromoethanol were dissolved in 10 ml of acetone, and 0.55 g (3.98 mmol) of potassium carbonate was added to the mixed solution. The mixture was stirred at room temperature for 15 hours. After the reaction, the insolubles were filtered off, and the filtrate was concentrated under reduced pressure. The residue was separated by silica gel column chromatography using a mixture of chloroform and methanol... Starting materials: CS(=O)(=O)Cl (methanesulphonyl chloride), 3',5'-di-O-isopropylidene, [C@@H]1([C@H](O)[C@@H](O)[C@H](O1)CO)N1C2=NC=NC(=C2N=C1)N (9-(β-D-xylofuranosyl)adenine), 2'-O-mesyl. The solvent is C(C)(=O)O (acetic acid). Yields the product [C@@H]1([C@@H](O)[C@H](O)[C@H](O1)CO)N1C2=NC=NC(=C2N=C1)N (9-β-D-Arabinofuranosyl adenine), S(=O)(=O)(C)O[C@H]1[C@@H](O[C@@H]([C@@H]1O)CO)N1C2=NC=NC(=C2N=C1)N (9-(2'-O-mesyl-β-D-xylofuranosyl)adenine). As a reaction SMILES: [C@@H:1]1([N:10]2[CH:18]=[N:17][C:16]3[C:11]2=[N:12][CH:13]=[N:14][C:15]=3[NH2:19])[O:7][C@H:6]([CH2:8][OH:9])[C@H:4]([OH:5])[C@H:2]1[OH:3].[CH3:20][S:21](Cl)(=[O:23])=[O:22]>C(O)(=O)C>[C@@H:1]1([N:10]2[CH:18]=[N:17][C:16]3[C:11]2=[N:12][CH:13]=[N:14][C:15]=3[NH2:19])[O:7][C@H:6]([CH2:8][OH:9])[C@@H:4]([OH:5])[C@@H:2]1[OH:3].[S:21]([O:3][C@@H:2]1[C@@H:4]([OH:5])[C@@H:6]([CH2:8][OH:9])[O:7][C@H:1]1[N:10]1[CH:18]=[N:17][C:16]2[C:11]1=[N:12][CH:13]=[N:14][C:15]=2[NH2:19])([CH3:20])(=[O:23])=[O:22]. Procedure: 9-β-D-Arabinofuranosyl adenine (ara-A) is synthesized when the 3',5'-di-O-isopropylidene derivative of 9-(β-D-xylofuranosyl)adenine is treated with methanesulphonyl chloride to convert it to the corresponding 2'-O-mesyl derivative, which is cleaved by acetic acid to produce 9-(2'-O-mesyl-β-D-xylofuranosyl)adenine, which is treated with sodium methoxide in methanol to produce the 2',3'-epoxide, which is treated with sodium in aqueous dimethylformamide to open the ring and produce ara-A which is p... Reactants: CB1OB(C)OB(C)O1, O=c1oc2c(I)c(O)ccc2c(Cc2ccc(OCCN3CCCC3)cc2)c1-c1ccc(Cl)cc1Cl, [K+], [K+], O=C([O-])[O-], C1COCCO1, c1ccc(P(c2ccccc2)(c2ccccc2)[Pd](P(c2ccccc2)(c2ccccc2)c2ccccc2)(P(c2ccccc2)(c2ccccc2)c2ccccc2)P(c2ccccc2)(c2ccccc2)c2ccccc2)cc1. Product: Cc1c(O)ccc2c(Cc3ccc(OCCN4CCCC4)cc3)c(-c3ccc(Cl)cc3Cl)c(=O)oc12. As a reaction SMILES: [CH3:43][B:44]1[O:45][B:46]([CH3:47])[O:48][B:49]([CH3:50])[O:51]1.[Cl:1][c:2]1[c:3](-[c:9]2[c:10](=[O:36])[o:11][c:12]3[c:13]([I:35])[c:14]([OH:34])[cH:15][cH:16][c:17]3[c:18]2[CH2:19][c:20]2[cH:21][cH:22][c:23]([O:26][CH2:27][CH2:28][N:29]3[CH2:30][CH2:31][CH2:32][CH2:33]3)[cH:24][cH:25]2)[cH:4][cH:5][c:6]([Cl:8])[cH:7]1.[K+:37].[K+:38].[O-:39][C:40]([O-:41])=[O:42].[O:52]1[CH2:53][CH2:54][O:55][CH2:56][CH2:57]1.[cH:58]1[cH:59][cH:60][c:61]([P:62]([Pd:63]([P:64]([c:65]2[cH:66][cH:67][cH:68][cH:69][cH:70]2)([c:71]2[cH:72][cH:73][cH:74][cH:75][cH:76]2)[c:77]2[cH:78][cH:79][cH:80][cH:81][cH:82]2)([P:83]([c:84]2[cH:85][cH:86][cH:87][cH:88][cH:89]2)([c:90]2[cH:91][cH:92][cH:93][cH:94][cH:95]2)[c:96]2[cH:97][cH:98][cH:99][cH:100][cH:101]2)[P:102]([c:103]2[cH:104][cH:105][cH:106][cH:107][cH:108]2)([c:109]2[cH:110][cH:111][cH:112][cH:113][cH:114]2)[c:115]2[cH:116][cH:117][cH:118][cH:119][cH:120]2)([c:121]2[cH:122][cH:123][cH:124][cH:125][cH:126]2)[c:127]2[cH:128][cH:129][cH:130][cH:131][cH:132]2)[cH:133][cH:134]1>>[Cl:1][c:2]1[c:3](-[c:9]2[c:10](=[O:36])[o:11][c:12]3[c:13]([CH3:40])[c:14]([OH:34])[cH:15][cH:16][c:17]3[c:18]2[CH2:19][c:20]2[cH:21][cH:22][c:23]([O:26][CH2:27][CH2:28][N:29]3[CH2:30][CH2:31][CH2:32][CH2:33]3)[cH:24][cH:25]2)[cH:4][cH:5][c:6]([Cl:8])[cH:7]1.